From a dataset of the Open Reaction Database (ORD), a public repository of structured organic reaction records. describe an organic reaction: reactants, conditions, products, and yield The reactants are C#CCOc1cc(-n2nc(CCC=C)[nH]c2=O)c(Cl)cc1Cl, [O-][I+3]([O-])([O-])[O-], [Na+], C1CCOC1, O. Yields the product C#CCOc1cc(-n2nc(CCC=O)[nH]c2=O)c(Cl)cc1Cl. As a reaction SMILES: [Cl:1][c:2]1[c:3](-[n:13]2[n:14][c:15]([CH2:19][CH2:20][CH:21]=[CH2:22])[nH:16][c:17]2=[O:18])[cH:4][c:5]([O:9][CH2:10][C:11]#[CH:12])[c:6]([Cl:8])[cH:7]1.[I+3:23]([O-:24])([O-:25])([O-:26])[O-:27].[Na+:28].[O:29]1[CH2:30][CH2:31][CH2:32][CH2:33]1.[OH2:34]>>[Cl:1][c:2]1[c:3](-[n:13]2[n:14][c:15]([CH2:19][CH2:20][CH:21]=[O:24])[nH:16][c:17]2=[O:18])[cH:4][c:5]([O:9][CH2:10][C:11]#[CH:12])[c:6]([Cl:8])[cH:7]1. Starting materials: [BH4-].[Li+] (lithium borohydride), [BH4-].[Li+] (lithium borohydride), COC(C1=C(C(=CC=C1)Br)OC)=O (3-bromo-2-methoxy-benzoic acid methyl ester), CO (methanol). Run in CCOCC (ether). Conditions: time 5 minute. The product is BrC=1C(=C(C=CC1)CO)OC (3-bromo-2-methoxy-phenyl-methanol). Isolated yield 85.2%. Reaction SMILES: [BH4-].[Li+].C[O:4][C:5](=O)[C:6]1[CH:11]=[CH:10][CH:9]=[C:8]([Br:12])[C:7]=1[O:13][CH3:14].CO>CCOCC>[Br:12][C:8]1[C:7]([O:13][CH3:14])=[C:6]([CH2:5][OH:4])[CH:11]=[CH:10][CH:9]=1 |f:0.1|. Procedure: 2.4 g of lithium borohydride (LiBH4) was added to a solution of 5.3 g of 3-bromo-2-methoxy-benzoic acid methyl ester 5 in 200 mL of ether (Et2O) at 0° C. After stirring for 5 minutes, 5 mL of methanol was added. The reaction mixture was warmed to room temperature and kept there for 2.5 hours. Thereafter, 2.4 g more of lithium borohydride was added. The reaction mixture was quenched with aluminum chloride. After standard aqueous work up, and silica gel column purification (hexane/ethyl acetate 2:... Reactants: COC(=O)C1=C(N=C(S1)NC(=O)OC(C)(C)C)C (2-tert-Butoxycarbonylamino-4-methyl-thiazole-5-carboxylic acid methyl ester), [H-].[Al+3].[Li+].[H-].[H-].[H-] (Lithium aluminum hydride). Run in C1CCOC1 (THF). Run at temperature 0 celsius, time 1 hour. Product: C(C)(C)(C)OC(NC=1SC(=C(N1)C)CO)=O ((5-Hydroxymethyl-4-methyl-thiazol-2-yl)-carbamic acid tert-butyl ester). Isolated yield 89.2%. RXN SMILES: C[O:2][C:3]([C:5]1[S:9][C:8]([NH:10][C:11]([O:13][C:14]([CH3:17])([CH3:16])[CH3:15])=[O:12])=[N:7][C:6]=1[CH3:18])=O.[H-].[Al+3].[Li+].[H-].[H-].[H-]>C1COCC1>[C:14]([O:13][C:11](=[O:12])[NH:10][C:8]1[S:9][C:5]([CH2:3][OH:2])=[C:6]([CH3:18])[N:7]=1)([CH3:17])([CH3:15])[CH3:16] |f:1.2.3.4.5.6|. Reported procedure: 2-tert-Butoxycarbonylamino-4-methyl-thiazole-5-carboxylic acid methyl ester (0.5 g) was dissolved in anhydrous THF (7 mL) and cooled to 0° C. and 1 eq of Lithium aluminum hydride (2M solution in THF) was added and stirred 1 h. Reaction was slowly warmed to RT and stirred for 6 h. Reaction was cooled to 0° C. and quenched with min amount of sat. Na2SO4 soln. White solid was filtered and washed with ethyl acetate (5 mL), filtrate was concentrated by rotavap and residue was dried in vacuum gave (5-... The reactants are NCCc1ccccc1, CC(C)(C)[O-], Cc1ccccc1, O=c1cc(-c2ccccc2)cc2n1CCN2c1cncc(Cl)n1, [Na+], c1ccc(P(c2ccccc2)c2ccc3ccccc3c2-c2c(P(c3ccccc3)c3ccccc3)ccc3ccccc23)cc1. The product is O=c1cc(-c2ccccc2)cc2n1CCN2c1cncc(NCCc2ccccc2)n1. As a reaction SMILES: [CH2:76]([CH2:77][c:78]1[cH:79][cH:80][cH:81][cH:82][cH:83]1)[NH2:84].[CH3:24][C:25]([CH3:26])([O-:27])[CH3:28].[CH3:85][c:86]1[cH:87][cH:88][cH:89][cH:90][cH:91]1.[Cl:1][c:2]1[cH:3][n:4][cH:5][c:6]([N:8]2[CH2:9][CH2:10][n:11]3[c:12]2[cH:13][c:14](-[c:18]2[cH:19][cH:20][cH:21][cH:22][cH:23]2)[cH:15][c:16]3=[O:17])[n:7]1.[Na+:29].[cH:30]1[cH:31][cH:32][c:33]([P:34]([c:35]2[cH:36][cH:37][c:38]3[c:39]([cH:40][cH:41][cH:42][cH:43]3)[c:44]2-[c:45]2[c:46]3[c:47]([cH:48][cH:49][cH:50][cH:51]3)[cH:52][cH:53][c:54]2[P:55]([c:56]2[cH:57][cH:58][cH:59][cH:60][cH:61]2)[c:62]2[cH:63][cH:64][cH:65][cH:66][cH:67]2)[c:68]2[cH:69][cH:70][cH:71][cH:72][cH:73]2)[cH:74][cH:75]1>>[c:2]1([NH:84][CH2:76][CH2:77][c:78]2[cH:79][cH:80][cH:81][cH:82][cH:83]2)[cH:3][n:4][cH:5][c:6]([N:8]2[CH2:9][CH2:10][n:11]3[c:12]2[cH:13][c:14](-[c:18]2[cH:19][cH:20][cH:21][cH:22][cH:23]2)[cH:15][c:16]3=[O:17])[n:7]1. Starting materials: FS(=O)(=O)OC (methyl fluorosulfonate), C(C)NC(=O)[C@H]1N(C[C@H](C1)SCC1=CC=C(C=C1)OC)CC ((2S, 4S)-2-ethylcarbamoyl-1-ethyl-4-(4-methoxybenzylthio)pyrrolidine). The solvent is C(Cl)Cl (methylene chloride). Conditions: time 3.5 hour. Yields the product FS(=O)(=O)[O-].C(C)NC(=O)[C@H]1[N+](C[C@H](C1)SCC1=CC=C(C=C1)OC)(C)CC ((2S, 4S)-2-Ethylcarbamoyl-1-ethyl-1-methyl-4-(4-methoxybenzylthio)pyrrolidinium fluorosulfonate). RXN SMILES: [F:1][S:2]([O:5][CH3:6])(=[O:4])=[O:3].[CH2:7]([NH:9][C:10]([C@@H:12]1[CH2:16][C@H:15]([S:17][CH2:18][C:19]2[CH:24]=[CH:23][C:22]([O:25][CH3:26])=[CH:21][CH:20]=2)[CH2:14][N:13]1[CH2:27][CH3:28])=[O:11])[CH3:8]>C(Cl)Cl>[F:1][S:2]([O-:5])(=[O:4])=[O:3].[CH2:7]([NH:9][C:10]([C@@H:12]1[CH2:16][C@H:15]([S:17][CH2:18][C:19]2[CH:20]=[CH:21][C:22]([O:25][CH3:26])=[CH:23][CH:24]=2)[CH2:14][N+:13]1([CH2:27][CH3:28])[CH3:6])=[O:11])[CH3:8] |f:3.4|. Procedure: 233 μl of methyl fluorosulfonate were added, whilst ice-cooling, to a solution of 910 mg of (2S, 4S)-2-ethylcarbamoyl-1-ethyl-4-(4-methoxybenzylthio)pyrrolidine dissolved in 35 ml of dry methylene chloride, and the mixture was stirred at room temperature for 3.5 hours. At the end of this time, the solvent was removed by distillation under reduced pressure, and the residue was washed by decantation with diethyl ether and dried under reduced pressure, to afford 1.20 g of the title compound as a pa...